Dataset: the Open Reaction Database (ORD), a public repository of structured organic reaction records. Task: describe an organic reaction: reactants, conditions, products, and yield Reactants: ClC1=NC2=CC=C(C(=C2C=C1)F)O (2-Chloro-5-fluoroquinolin-6-ol), ClC1=NC2=CC=C(C(=C2C=C1)F)O (2-Chloro-5-fluoroquinolin-6-ol), B(O)(O)C1=C(C=C(C(=O)O)C=C1)Cl (4-borono-3-chlorobenzoic acid), C(=O)(O)[O-].[Na+] (NaHCO3). The reagents and catalysts are C=1C=CC(=CC1)[P](C=2C=CC=CC2)(C=3C=CC=CC3)[Pd]([P](C=4C=CC=CC4)(C=5C=CC=CC5)C=6C=CC=CC6)([P](C=7C=CC=CC7)(C=8C=CC=CC8)C=9C=CC=CC9)[P](C=1C=CC=CC1)(C=1C=CC=CC1)C=1C=CC=CC1 ((Ph3P)4Pd). Run in O1CCOCC1.O (dioxane water). Conditions: temperature 95 celsius. Product: ClC=1C=C(C(=O)O)C=CC1C1=NC2=CC=C(C(=C2C=C1)F)O (3-chloro-4-(5-fluoro-6-hydroxyquinolin-2-yl)benzoic acid). Isolated yield 15.7%. As a reaction SMILES: Cl[C:2]1[CH:11]=[CH:10][C:9]2[C:4](=[CH:5][CH:6]=[C:7]([OH:13])[C:8]=2[F:12])[N:3]=1.B([C:17]1[CH:25]=[CH:24][C:20]([C:21]([OH:23])=[O:22])=[CH:19][C:18]=1[Cl:26])(O)O.C([O-])(O)=O.[Na+]>O1CCOCC1.O.C1C=CC([P]([Pd]([P](C2C=CC=CC=2)(C2C=CC=CC=2)C2C=CC=CC=2)([P](C2C=CC=CC=2)(C2C=CC=CC=2)C2C=CC=CC=2)[P](C2C=CC=CC=2)(C2C=CC=CC=2)C2C=CC=CC=2)(C2C=CC=CC=2)C2C=CC=CC=2)=CC=1>[Cl:26][C:18]1[CH:19]=[C:20]([CH:24]=[CH:25][C:17]=1[C:2]1[CH:11]=[CH:10][C:9]2[C:4](=[CH:5][CH:6]=[C:7]([OH:13])[C:8]=2[F:12])[N:3]=1)[C:21]([OH:23])=[O:22] |f:2.3,4.5,^1:42,44,63,82|. Procedure: 2-Chloro-5-fluoroquinolin-6-ol (Intermediate 16, 1.0 mmol) and 4-borono-3-chlorobenzoic acid (1.1 mmol) were mixed with 5% (Ph3P)4Pd and 4.0 mmol of NaHCO3 in 20 ml 50% dioxane/water. The mixture was degassed three times by evacuation and argon filling and heated at 95° C. overnight. The reaction was diluted with 20 ml of water and filtered. The filtrate was acidified with 1N HCl to pH=4. The precipitate was filtered and washed with water, dried. The crude was purified by column using AcOH/MeOH/... Starting materials: [Li]C(C)(C)C, COc1cc(Br)ccc1OCc1ccccc1, CC(=O)O, C1CCOC1, O, O=Cc1ccnc2ccccc12. Yields the product COc1cc(C(O)c2ccnc3ccccc23)ccc1OCc1ccccc1. RXN SMILES: [C:1]([Li:2])([CH3:3])([CH3:4])[CH3:5].[CH2:6]([c:7]1[cH:8][cH:9][cH:10][cH:11][cH:12]1)[O:13][c:14]1[c:15]([O:21][CH3:22])[cH:16][c:17]([Br:20])[cH:18][cH:19]1.[CH3:41][C:42](=[O:43])[OH:44].[O:36]1[CH2:37][CH2:38][CH2:39][CH2:40]1.[OH2:35].[n:23]1[cH:24][cH:25][c:26]([CH:33]=[O:34])[c:27]2[cH:28][cH:29][cH:30][cH:31][c:32]12>>[CH2:6]([c:7]1[cH:8][cH:9][cH:10][cH:11][cH:12]1)[O:13][c:14]1[c:15]([O:21][CH3:22])[cH:16][c:17]([CH:33]([c:26]2[cH:25][cH:24][n:23][c:32]3[c:27]2[cH:28][cH:29][cH:30][cH:31]3)[OH:34])[cH:18][cH:19]1.